The task is: describe an organic reaction: reactants, conditions, products, and yield. This data is from the Open Reaction Database (ORD), a public repository of structured organic reaction records. Starting materials: OC1=CC=CC2=C1C(=NO2)OCC2CCN(CC2)C(=O)OC(C)(C)C (tert-Butyl 4-{[(4-hydroxy-1,2-benzisoxazol-3-yl)oxy]methyl}piperidine-1-carboxylate), O1CCC(CC1)O (tetrahydro-2H-pyran-4-ol), OCCC1CCN(CC1)C(=O)OC(C)(C)C (tert-butyl 4-(2-hydroxyethyl)piperidine-1-carboxylate). Product: O1CCC(CC1)OC1=CC=CC2=C1C(=NO2)OCC2CCN(CC2)C(=O)OC(C)(C)C (tert-Butyl 4-({[4-(tetrahydro-2H-pyran-4-yloxy)-1,2-benzisoxazol-3-yl]oxy}methyl)piperidine-1-carboxylate). Reaction SMILES: [OH:1][C:2]1[C:7]2[C:8]([O:11][CH2:12][CH:13]3[CH2:18][CH2:17][N:16]([C:19]([O:21][C:22]([CH3:25])([CH3:24])[CH3:23])=[O:20])[CH2:15][CH2:14]3)=[N:9][O:10][C:6]=2[CH:5]=[CH:4][CH:3]=1.[O:26]1[CH2:31][CH2:30][CH:29](O)[CH2:28][CH2:27]1.OCCC1CCN(C(OC(C)(C)C)=O)CC1>>[O:26]1[CH2:31][CH2:30][CH:29]([O:1][C:2]2[C:7]3[C:8]([O:11][CH2:12][CH:13]4[CH2:14][CH2:15][N:16]([C:19]([O:21][C:22]([CH3:25])([CH3:24])[CH3:23])=[O:20])[CH2:17][CH2:18]4)=[N:9][O:10][C:6]=3[CH:5]=[CH:4][CH:3]=2)[CH2:28][CH2:27]1. Procedure: The title compound was prepared according to the procedure described in Step 2 of EXAMPLE 7 using tert-butyl 4-{[(4-hydroxy-1,2-benzisoxazol-3-yl)oxy]methyl}piperidine-1-carboxylate (EXAMPLE 17, step 2) and tetrahydro-2H-pyran-4-ol instead of 4-(benzyloxy)-1,2-benzisoxazol-3-ol and tert-butyl 4-(2-hydroxyethyl)piperidine-1-carboxylate. The reactants are CCOC(=O)CNc1ncc(Br)nc1NCCC1CCOCC1, CCO, Cl. Yields the product O=C1CNc2ncc(Br)nc2N1CCC1CCOCC1. RXN SMILES: [Br:1][c:2]1[n:3][c:4]([NH:15][CH2:16][CH2:17][CH:18]2[CH2:19][CH2:20][O:21][CH2:22][CH2:23]2)[c:5]([NH:8][CH2:9][C:10](=[O:11])[O:12][CH2:13][CH3:14])[n:6][cH:7]1.[CH3:25][CH2:26][OH:27].[ClH:24]>>[Br:1][c:2]1[n:3][c:4]2[c:5]([n:6][cH:7]1)[NH:8][CH2:9][C:10](=[O:11])[N:15]2[CH2:16][CH2:17][CH:18]1[CH2:19][CH2:20][O:21][CH2:22][CH2:23]1.